From a dataset of the Open Reaction Database (ORD), a public repository of structured organic reaction records. describe an organic reaction: reactants, conditions, products, and yield The reactants are CCOC(=O)c1sc(-c2ccc3c(=O)n(CC(C)C)c(CNC(=O)OC(C)(C)C)c(-c4ccccc4)c3c2)nc1C, CCOC(C)=O, Cl. Yields the product Cl, CCOC(=O)c1sc(-c2ccc3c(=O)n(CC(C)C)c(CN)c(-c4ccccc4)c3c2)nc1C. Reaction SMILES: [C:1]([O:2][C:3](=[O:4])[NH:8][CH2:9][c:10]1[n:11]([CH2:38][CH:39]([CH3:40])[CH3:41])[c:12](=[O:37])[c:13]2[cH:14][cH:15][c:16](-[c:26]3[s:27][c:28]([C:32](=[O:33])[O:34][CH2:35][CH3:36])[c:29]([CH3:31])[n:30]3)[cH:17][c:18]2[c:19]1-[c:20]1[cH:21][cH:22][cH:23][cH:24][cH:25]1)([CH3:5])([CH3:6])[CH3:7].[CH3:43][CH2:44][O:45][C:46](=[O:47])[CH3:48].[ClH:42]>>[ClH:42].[NH2:8][CH2:9][c:10]1[n:11]([CH2:38][CH:39]([CH3:40])[CH3:41])[c:12](=[O:37])[c:13]2[cH:14][cH:15][c:16](-[c:26]3[s:27][c:28]([C:32](=[O:33])[O:34][CH2:35][CH3:36])[c:29]([CH3:31])[n:30]3)[cH:17][c:18]2[c:19]1-[c:20]1[cH:21][cH:22][cH:23][cH:24][cH:25]1. Starting materials: COCC(=O)CC(=O)OC, CC(=O)[O-], CO, Cl, Nc1ccc(OC(F)(F)F)cc1F, O=N[O-], [Na+], [Na+], O. Product: COCC(=O)C(=NNc1ccc(OC(F)(F)F)cc1F)C(=O)OC. RXN SMILES: [CH3:19][O:20][CH2:21][C:22]([CH2:23][C:24](=[O:25])[O:26][CH3:27])=[O:28].[CH3:30][C:31](=[O:32])[O-:33].[CH3:35][OH:36].[ClH:18].[F:5][c:6]1[c:7]([NH2:8])[cH:9][cH:10][c:11]([O:13][C:14]([F:15])([F:16])[F:17])[cH:12]1.[N:1]([O-:2])=[O:3].[Na+:29].[Na+:4].[OH2:34]>>[N:1]([NH:8][c:7]1[c:6]([F:5])[cH:12][c:11]([O:13][C:14]([F:15])([F:16])[F:17])[cH:10][cH:9]1)=[C:23]([C:22]([CH2:21][O:20][CH3:19])=[O:28])[C:24](=[O:25])[O:26][CH3:27]. Reactants: C(C1=CC=CC=C1)(=O)CC#N (benzoyl acetonitrile), NC1=C(C2=C(CNCC2)S1)C(C1=CC=C(C=C1)F)=O (2-amino-3-(4-fluorobenzoyl)-4,5,6,7-tetrahydrothieno(2,3 -c)pyridine), C(C1=CC=CC=C1)OC(=O)Cl (benzyloxycarbonyl chloride). Product: NC1=C(C2=C(CN(CC2)C(=O)OCC2=CC=CC=C2)S1)C(C1=CC=C(C=C1)F)=O (2-amino-3-(4-fluorobenzoyl)-6-(benzyloxycarbonyl)-4,5,6,7-tetrahydrothieno(2,3-c)pyridine). RXN SMILES: C(CC#N)(=O)C1C=CC=CC=1.[NH2:12][C:13]1[S:21][C:16]2[CH2:17][NH:18][CH2:19][CH2:20][C:15]=2[C:14]=1[C:22](=[O:30])[C:23]1[CH:28]=[CH:27][C:26]([F:29])=[CH:25][CH:24]=1.[CH2:31]([O:38][C:39](Cl)=[O:40])[C:32]1[CH:37]=[CH:36][CH:35]=[CH:34][CH:33]=1>>[NH2:12][C:13]1[S:21][C:16]2[CH2:17][N:18]([C:39]([O:38][CH2:31][C:32]3[CH:37]=[CH:36][CH:35]=[CH:34][CH:33]=3)=[O:40])[CH2:19][CH2:20][C:15]=2[C:14]=1[C:22](=[O:30])[C:23]1[CH:28]=[CH:27][C:26]([F:29])=[CH:25][CH:24]=1. Procedure details: Using the procedures in Examples 7 and 8, substituting p-fluorobenzoyl acetonitrile for benzoyl acetonitrile, 2-amino-3-(4-fluorobenzoyl)-4,5,6,7-tetrahydrothieno(2,3 -c)pyridine was prepared. This compound was reacted with benzyloxycarbonyl chloride to yield the title compound as a solid (mp 90-92° C). 1H NMR (CDCl3) 1.96 (m, 2H); 3.45 (m, 2H); 4.45 (s, 2H); 5.15 (s, 2H); 6.71 (bs, 2H); 7.05-7.52 (m, 9H).